Dataset: the Open Reaction Database (ORD), a public repository of structured organic reaction records. Task: describe an organic reaction: reactants, conditions, products, and yield Starting materials: [N+](=O)([O-])C=1C=C(C=CC1)O (3-Nitro-phenol), BrCC1=CC=C(C=C1)F (1-bromomethyl-4-fluoro-benzene), BrCC1=CC(=CC=C1)F (1-bromomethyl-3-fluoro-benzene). Product: FC1=CC=C(COC=2C=C(C=CC2)N)C=C1 (3-(4-Fluoro-benzyloxy)-phenylamine). Reaction SMILES: [N+:1]([C:4]1[CH:5]=[C:6]([OH:10])[CH:7]=[CH:8][CH:9]=1)([O-])=O.Br[CH2:12][C:13]1[CH:18]=[CH:17][C:16]([F:19])=[CH:15][CH:14]=1.BrCC1C=CC=C(F)C=1>>[F:19][C:16]1[CH:17]=[CH:18][C:13]([CH2:12][O:10][C:6]2[CH:5]=[C:4]([NH2:1])[CH:9]=[CH:8][CH:7]=2)=[CH:14][CH:15]=1. Procedure details: 3-Nitro-phenol was reacted with 1-bromomethyl-4-fluoro-benzene according to the procedure from Example 199A substituting 1-bromomethyl-4-fluoro-benzene for 1-bromomethyl-3-fluoro-benzene then reduced according to the procedure from Example 199B to provide the title compound. Reactants: CN(C1=NC(=NC(=N1)N(C)C)Cl)C (N2,N2,N4,N4-tetramethyl-6-chloro-[1,3,5]-triazine-2,4-diamine), BrC=1C=C2C(=CNC2=CC1)C(CCC(=O)O)=O (4-(5-bromo-1H-indol-3-yl)-4-oxobutyric acid), [H-].[Na+] (sodium hydride), Cl (hydrochloric acid). Run in CN(C=O)C (dimethylformamide), O (water), CN(C=O)C (dimethylformamide), CN(C=O)C (dimethylformamide). Run at temperature 70 celsius, time 30 minute. Product: CN(C1=NC(=NC(=N1)N(C)C)N1C=C(C2=CC(=CC=C12)Br)C(CCC(=O)O)=O)C (4-[1-(4,6-bis-Dimethylamino-[1,3,5]-triazin-2-yl)-5-bromo-1H-indol-3-yl]-4-oxo-butyric acid). Yield: 48.1%. As a reaction SMILES: [Br:1][C:2]1[CH:3]=[C:4]2[C:8](=[CH:9][CH:10]=1)[NH:7][CH:6]=[C:5]2[C:11](=[O:17])[CH2:12][CH2:13][C:14]([OH:16])=[O:15].[H-].[Na+].[CH3:20][N:21]([CH3:32])[C:22]1[N:27]=[C:26]([N:28]([CH3:30])[CH3:29])[N:25]=[C:24](Cl)[N:23]=1.Cl>CN(C)C=O.O>[CH3:29][N:28]([CH3:30])[C:26]1[N:27]=[C:22]([N:21]([CH3:32])[CH3:20])[N:23]=[C:24]([N:7]2[C:8]3[C:4](=[CH:3][C:2]([Br:1])=[CH:10][CH:9]=3)[C:5]([C:11](=[O:17])[CH2:12][CH2:13][C:14]([OH:16])=[O:15])=[CH:6]2)[N:25]=1 |f:1.2|. Reported procedure: A solution of 4-(5-bromo-1H-indol-3-yl)-4-oxobutyric acid (148 mg, 0.5 mmol) in anhydrous dimethylformamide (5 mL) was added dropwise to a stirred suspension of sodium hydride (95%, 50 mg, 2.0 mmol) in dimethylformamide (5 mL). After 30 mins, a solution of N2,N2,N4,N4-tetramethyl-6-chloro-[1,3,5]-triazine-2,4-diamine (100 mg, 0.5 mmol) in dimethylformamide (5 mL) was added dropwise. The reaction mixture was stirred at 70° C. for 16 hours, cooled to room temperature and then poured carefully into... Reported procedure: To a solution of 3-Nitro-5-trifluoromethyl-phenol 44 (1.6 g, 7.73 mmol) was added a catalytic amount of 20% palladium hydroxide on carbon and the reaction was stirred under a hydrogen atmosphere (balloon) over the weekend resulting in complete conversion to product by TLC (40% EtOAc:Hexanes). The reaction was filtered to give 3-Amino-5-trifluoromethyl-phenol (1.2 g, 6.76 mmol) as a brown/red oil. The reagents and catalysts are [OH-].[OH-].[Pd+2] (palladium hydroxide on carbon). As a reaction SMILES: [N+:1]([C:4]1[CH:5]=[C:6]([OH:14])[CH:7]=[C:8]([C:10]([F:13])([F:12])[F:11])[CH:9]=1)([O-])=O>[OH-].[OH-].[Pd+2].CCOC(C)=O>[NH2:1][C:4]1[CH:5]=[C:6]([OH:14])[CH:7]=[C:8]([C:10]([F:11])([F:12])[F:13])[CH:9]=1 |f:1.2.3|. Yields the product NC=1C=C(C=C(C1)C(F)(F)F)O (3-Amino-5-trifluoromethyl-phenol). Solvent: Hexanes, CCOC(=O)C (EtOAc). Yield: 87.5%. Starting materials: [N+](=O)([O-])C=1C=C(C=C(C1)C(F)(F)F)O (3-Nitro-5-trifluoromethyl-phenol). Reactants: [OH-].[Na+] (sodium hydroxide), ClC1=C(C(=O)OCCBr)C=CC(=C1OCCBr)OC (bromoethyl 2-chloro-3-bromoethoxy-4-methoxybenzoate), Cl (HCl). Run in C(C)O (ethanol). Conditions: temperature 50 celsius. Product: BrCCOC=1C(=C(C(=O)O)C=CC1OC)Cl (3-bromoethoxy-2-chloro-4-methoxybenzoic acid). Yield: 94.2%. Reaction SMILES: [Cl:1][C:2]1[C:13]([O:14][CH2:15][CH2:16][Br:17])=[C:12]([O:18][CH3:19])[CH:11]=[CH:10][C:3]=1[C:4]([O:6]CCBr)=[O:5].[OH-].[Na+].Cl>C(O)C>[Br:17][CH2:16][CH2:15][O:14][C:13]1[C:2]([Cl:1])=[C:3]([CH:10]=[CH:11][C:12]=1[O:18][CH3:19])[C:4]([OH:6])=[O:5] |f:1.2|. Procedure: To a suspension of bromoethyl 2-chloro-3-bromoethoxy-4-methoxybenzoate (2.0 g, 4.8 mmol) in ethanol (6 ml) is added 2.5 N aqueous sodium hydroxide (4.8 ml, 12 mmol). The resulting mixture is heated at 50° C. until dissolved plus an additional 10 minutes. The solution is cooled, acidified with 3 N HCl, transferred to a separatory funnel and extracted with ethyl acetate (4×25 ml). The combined organic layers are washed with brine (25 ml), dried over magnesium sulfate and evaporated to obtain 1.4 g... Starting materials: ClCC1=CC=C(O1)C1(OCCO1)C (2-(5-chloromethyl-furan-2-yl)-2-methyl-[1,3]dioxolane), [C-]#N.[Na+] (sodium cyanide), N#N (N2), O (Water). The solvent is CS(=O)C (DMSO). Run at temperature 80 celsius, time 45 minute. The product is CC1(OCCO1)C1=CC=C(O1)CC#N ([5-(2-Methyl-[1,3]dioxolan-2-yl)-furan-2-yl]-acetonitrile). As a reaction SMILES: N#N.Cl[CH2:4][C:5]1[O:9][C:8]([C:10]2([CH3:15])[O:14][CH2:13][CH2:12][O:11]2)=[CH:7][CH:6]=1.[C-:16]#[N:17].[Na+].O>CS(C)=O>[CH3:15][C:10]1([C:8]2[O:9][C:5]([CH2:4][C:16]#[N:17])=[CH:6][CH:7]=2)[O:14][CH2:13][CH2:12][O:11]1 |f:2.3|. Reported procedure: In a flame dried round-bottomed flask equipped with a magnetic stir bar and under inert atmosphere (N2), a solution of 2-(5-chloromethyl-furan-2-yl)-2-methyl-[1,3]dioxolane (2.37 mg, 11.68 mmol) in DMSO (50 mL) was treated with sodium cyanide (2.29 g, 46.72 mmol) and the reaction mixture was stirred at 80° C. for 45 min. Water (100 mL) was added to the cooled reaction mixture and the product was extracted with EA (2×100 mL). The combined org. extracts were dried over MgSO4, filtered, and the sol... Starting materials: [OH-].[Na+] (sodium hydroxide), [N+](=O)([O-])C1=C2C(C=3CCCCC3C(C2=CC=C1)=O)=O (5-nitrotetrahydroanthraquinone), CC(COC(C)CO)O (dipropylene glycol), [H][H] (hydrogen), 5-nitro. Reagents/catalysts: [Pd] (palladium on carbon). Yields the product NC1=CC=CC=2C(C3=CC=CC=C3C(C12)=O)=O (1-aminoanthraquinone). Isolated yield 87.3%. RXN SMILES: [OH-].[Na+].[N+:3]([C:6]1[CH:19]=[CH:18][CH:17]=[C:16]2[C:7]=1[C:8](=[O:21])[C:9]1[CH2:10][CH2:11][CH2:12][CH2:13][C:14]=1[C:15]2=[O:20])([O-])=O.CC(O)COC(CO)C.[H][H]>[Pd]>[NH2:3][C:6]1[C:7]2[C:8](=[O:21])[C:9]3[C:14](=[CH:13][CH:12]=[CH:11][CH:10]=3)[C:15](=[O:20])[C:16]=2[CH:17]=[CH:18][CH:19]=1 |f:0.1|. Procedure: 0.1 Gram of a 5% palladium on carbon catalyst and 10 grams of a 20% aqueous sodium hydroxide solution were added to a mixture of 12.8 grams of 5-nitrotetrahydroanthraquinone and 170 grams of dipropylene glycol in an autoclave, into which was fed hydrogen, until the pressure reached 25 kg/cm2, for hydrogenation of the 5-nitro compound at 120° C. with agitation. Hydrogen was absorbed in the starting 5-nitro compound in an amount of 2mols per mol of the 5-nitro compound. After completion of the hyd...